From a dataset of the Open Reaction Database (ORD), a public repository of structured organic reaction records. describe an organic reaction: reactants, conditions, products, and yield Reactants: CCN(CC)C(=O)C=Cc1cc(C(F)(F)F)cc2ncn(-c3ccccc3)c12, CS(C)=O, O=C[O-]. The product is CCN(CC)C(=O)CCc1cc(C(F)(F)F)cc2ncn(-c3ccccc3)c12. Reaction SMILES: [CH2:4]([CH3:5])[N:6]([C:7]([CH:8]=[CH:9][c:10]1[cH:11][c:12]([C:25]([F:26])([F:27])[F:28])[cH:13][c:14]2[n:15][cH:16][n:17](-[c:19]3[cH:20][cH:21][cH:22][cH:23][cH:24]3)[c:18]12)=[O:29])[CH2:30][CH3:31].[CH3:32][S:33]([CH3:34])=[O:35].[CH:1]([O-:2])=[O:3]>>[CH2:4]([CH3:5])[N:6]([C:7]([CH2:8][CH2:9][c:10]1[cH:11][c:12]([C:25]([F:26])([F:27])[F:28])[cH:13][c:14]2[n:15][cH:16][n:17](-[c:19]3[cH:20][cH:21][cH:22][cH:23][cH:24]3)[c:18]12)=[O:29])[CH2:30][CH3:31]. The reactants are CC(=O)OCC(=O)N(C)C1CCC(C(=O)Nc2c(C(=O)Nc3ccc(Cl)cn3)oc3ccc(C(=O)N(C)C)cc23)CC1, CO, ClC(Cl)Cl, Cl, [Na+], C1CCOC1, [OH-]. Product: CN(C)C(=O)c1ccc2oc(C(=O)Nc3ccc(Cl)cn3)c(NC(=O)C3CCC(N(C)C(=O)CO)CC3)c2c1. As a reaction SMILES: [C:1](=[O:2])([CH3:3])[O:4][CH2:5][C:6](=[O:7])[N:8]([CH3:9])[CH:10]1[CH2:11][CH2:12][CH:13]([C:16](=[O:17])[NH:18][c:19]2[c:20]([C:33](=[O:34])[NH:35][c:36]3[n:37][cH:38][c:39]([Cl:42])[cH:40][cH:41]3)[o:21][c:22]3[c:23]2[cH:24][c:25]([C:28](=[O:29])[N:30]([CH3:31])[CH3:32])[cH:26][cH:27]3)[CH2:14][CH2:15]1.[CH3:46][OH:47].[CH:53]([Cl:54])([Cl:55])[Cl:56].[ClH:45].[Na+:44].[O:48]1[CH2:49][CH2:50][CH2:51][CH2:52]1.[OH-:43]>>[OH:4][CH2:5][C:6](=[O:7])[N:8]([CH3:9])[CH:10]1[CH2:11][CH2:12][CH:13]([C:16](=[O:17])[NH:18][c:19]2[c:20]([C:33](=[O:34])[NH:35][c:36]3[n:37][cH:38][c:39]([Cl:42])[cH:40][cH:41]3)[o:21][c:22]3[c:23]2[cH:24][c:25]([C:28](=[O:29])[N:30]([CH3:31])[CH3:32])[cH:26][cH:27]3)[CH2:14][CH2:15]1. Reactants: CSC=1N=CC2=C(C[C@@H]3CCCN([C@H]3C2)CCC)N1 (trans-(±)-2-methylthio-6-n-propyl-5,5a,6,7,8,9,9a,10-octahydropyrimido[4,5-g]quinoline), CO (methanol), Cl (hydrochloric acid), Cl.Cl.OC=1N=CC2=C(C[C@@H]3CCCN([C@H]3C2)CCC)N1 (Trans-(±)-2-hydroxy-6-n-propyl-5,5a,6,7,8,9,9a,10-octahydropyrimido[4,5-g]quinoline dihydrochloride). Run in C(C)(=O)OCC (ethyl acetate), C(C)O (ethanol). Product: OC=1N=CC2=C(C[C@@H]3CCCN([C@H]3C2)CCC)N1 (trans-(±)-2-hydroxy-6-n-propyl-5,5a,6,7,8,9,9a,10-octahydropyrimido[4,5-g]quinoline). RXN SMILES: CSC1N=CC2C[C@H]3[C@@H](CCCN3CCC)CC=2N=1.Cl.Cl.Cl.[OH:23][C:24]1[N:25]=[CH:26][C:27]2[CH2:36][C@H:35]3[C@@H:30]([CH2:31][CH2:32][CH2:33][N:34]3[CH2:37][CH2:38][CH3:39])[CH2:29][C:28]=2[N:40]=1.CO>C(OCC)(=O)C.C(O)C>[OH:23][C:24]1[N:25]=[CH:26][C:27]2[CH2:36][C@H:35]3[C@@H:30]([CH2:31][CH2:32][CH2:33][N:34]3[CH2:37][CH2:38][CH3:39])[CH2:29][C:28]=2[N:40]=1 |f:2.3.4|. Reported procedure: A mixture of 0.93 g. of trans-(±)-2-methylthio-6-n-propyl-5,5a,6,7,8,9,9a,10-octahydropyrimido[4,5-g]quinoline and 2 ml. of 12N aqueous hydrochloric acid was heated to reflux temperature for 1.5 hours. The reaction mixture was then concentrated in vacuo. Methanol was added and the reaction mixture again concentrated in vacuo. A residual green oil, comprising trans-(±)-2-hydroxy-6-n-propyl-5,5,a,6,7,8,9,9a,10-octahydropyrimido[4,5-g]quinoline dihydrochloride formed in the above reaction was disso... Yields the product CCCOC(=O)C(Br)=CC1C(C(=O)OC(C)(C)C)C1(C)C. As a reaction SMILES: [CH3:35][CH2:36][CH2:37][CH2:38][CH2:39][CH3:40].[CH3:6][C:7]1([CH3:21])[CH:8]([C:14](=[O:15])[O:16][C:17]([CH3:18])([CH3:19])[CH3:20])[CH:9]1[CH:10]=[C:11]([Br:12])[Br:13].[Cl:22][C:23](=[O:24])[O:25][CH2:26][CH2:27][CH3:28].[Li:1][CH2:2][CH2:3][CH2:4][CH3:5].[Na+:34].[O:41]1[CH2:42][CH2:43][CH2:44][CH2:45]1.[P:29]([OH:30])([OH:31])([O-:32])=[O:33]>>[CH3:6][C:7]1([CH3:21])[CH:8]([C:14](=[O:15])[O:16][C:17]([CH3:18])([CH3:19])[CH3:20])[CH:9]1[CH:10]=[C:11]([Br:13])[C:23](=[O:24])[O:25][CH2:26][CH2:27][CH3:28]. Starting materials: CCCCCC, CC(C)(C)OC(=O)C1C(C=C(Br)Br)C1(C)C, CCCOC(=O)Cl, [Li]CCCC, [Na+], C1CCOC1, O=P([O-])(O)O.